The task is: describe an organic reaction: reactants, conditions, products, and yield. This data is from the Open Reaction Database (ORD), a public repository of structured organic reaction records. Reactants: CN1C(C(=CC(=C1)B1OC(C(O1)(C)C)(C)C)NC1=NC=NC=C1)=O (1-Methyl-3-(pyrimidin-4-ylamino)-5-(4,4,5,5-tetramethyl-1,3,2-dioxaborolan-2-yl)pyridin-2(1H)-one), C(C)(=O)OCC1=C(C=CC=C1N1C(C2=CC=3CC(CC3N2CC1)(C)C)=O)Br (2-Bromo-6-(9-oxo-4,4-dimethyl-1,10-diazatricyclo[6.4.0.02,6]dodeca-2(6),7-dien-10-yl)benzyl Acetate), COCCOC (1,2-dimethoxyethane), C([O-])([O-])=O.[Na+].[Na+] (sodium carbonate). The reagents and catalysts are C=1C=CC(=CC1)[P](C=2C=CC=CC2)(C=3C=CC=CC3)[Pd]([P](C=4C=CC=CC4)(C=5C=CC=CC5)C=6C=CC=CC6)([P](C=7C=CC=CC7)(C=8C=CC=CC8)C=9C=CC=CC9)[P](C=1C=CC=CC1)(C=1C=CC=CC1)C=1C=CC=CC1 (Pd(PPh3)4). Solvent: CO (methanol), C(C)OCC (diethyl ether), O (water), C(C)(=O)OCC (ethyl acetate). Conditions: temperature 130 celsius. Yields the product C(C)(=O)OCC1=C(C=CC=C1C1=CN(C(C(=C1)NC1=NC=NC=C1)=O)C)N1C(C2=CC=3CC(CC3N2CC1)(C)C)=O (10-[2-(Acetoxymethyl)-3-[1-methyl-6-oxo-5-(pyrimidin-4-ylamino)-1,6-dihydropyridin-3-yl]phenyl]-4,4-dimethyl-1,10-diazatricyclo[6.4.0.02,6]dodeca-2(6),7-dien-9-one). The yield is 56.1%. RXN SMILES: [CH3:1][N:2]1[CH:7]=[C:6](B2OC(C)(C)C(C)(C)O2)[CH:5]=[C:4]([NH:17][C:18]2[CH:23]=[CH:22][N:21]=[CH:20][N:19]=2)[C:3]1=[O:24].[C:25]([O:28][CH2:29][C:30]1[C:35]([N:36]2[CH2:47][CH2:46][N:45]3[C:38](=[CH:39][C:40]4[CH2:41][C:42]([CH3:49])([CH3:48])[CH2:43][C:44]=43)[C:37]2=[O:50])=[CH:34][CH:33]=[CH:32][C:31]=1Br)(=[O:27])[CH3:26].COCCOC.C(=O)([O-])[O-].[Na+].[Na+]>C1C=CC([P]([Pd]([P](C2C=CC=CC=2)(C2C=CC=CC=2)C2C=CC=CC=2)([P](C2C=CC=CC=2)(C2C=CC=CC=2)C2C=CC=CC=2)[P](C2C=CC=CC=2)(C2C=CC=CC=2)C2C=CC=CC=2)(C2C=CC=CC=2)C2C=CC=CC=2)=CC=1.CO.C(OCC)C.O.C(OCC)(=O)C>[C:25]([O:28][CH2:29][C:30]1[C:31]([C:6]2[CH:5]=[C:4]([NH:17][C:18]3[CH:23]=[CH:22][N:21]=[CH:20][N:19]=3)[C:3](=[O:24])[N:2]([CH3:1])[CH:7]=2)=[CH:32][CH:33]=[CH:34][C:35]=1[N:36]1[CH2:47][CH2:46][N:45]2[C:38](=[CH:39][C:40]3[CH2:41][C:42]([CH3:49])([CH3:48])[CH2:43][C:44]=32)[C:37]1=[O:50])(=[O:27])[CH3:26] |f:3.4.5,^1:67,69,88,107|. Procedure: A microwave tube equipped with a magnetic stirrer was charged with 1-methyl-3-(pyrimidin-4-ylamino)-5-(4,4,5,5-tetramethyl-1,3,2-dioxaborolan-2-yl)pyridin-2(1H)-one 109c (210 mg, 0.64 mmol), 167f (140 mg, 0.3 mmol), 1,2-dimethoxyethane (4 mL) and 1M aqueous sodium carbonate (1 mL). After bubbling N2 for 15 min, Pd(PPh3)4 (18 mg, 0.02 mmol) was added. The mixture was heated in microwave to 130° C. for 25 min. After this time, ethyl acetate (5 mL) and water (5 mL) were added. The separated aqueous... Starting materials: [O-][Si](=O)[O-].[Mg+2] (Florisil), C(C1=CC=CC=C1)OC1=CC(=C(C=C1OC)C1=NOC(=N1)C)I (3-(4-Benzyloxy-2-iodo-5-methoxyphenyl)-5-methyl-[1,2,4]oxa-diazole), C(C)(C)[Si](S)(C(C)C)C(C)C (triisopropylsilanethiol), O(C1=C(C=CC=C1)P(C1=CC=CC=C1)C1=CC=CC=C1)C1=C(C=CC=C1)P(C1=CC=CC=C1)C1=CC=CC=C1 ((oxydi-2,1-phenylene)bis-(diphenylphosphine)), C[Si](C)(C)[N-][Si](C)(C)C.[Na+] (sodium bis(trimethylsilyl)amide). The reagents and catalysts are C=1C=CC(=CC1)/C=C/C(=O)/C=C/C2=CC=CC=C2.C=1C=CC(=CC1)/C=C/C(=O)/C=C/C2=CC=CC=C2.C=1C=CC(=CC1)/C=C/C(=O)/C=C/C2=CC=CC=C2.[Pd].[Pd] (tris(dibenzylidene-acetone)dipalladium (0)). Run in C1(=CC=CC=C1)C (toluene). Reaction conditions: temperature 80 celsius, time 2 hour. The product is C(C1=CC=CC=C1)OC1=CC(=C(C=C1OC)C1=NOC(=N1)C)S[Si](C(C)C)(C(C)C)C(C)C (3-(4-benzyloxy-5-methoxy-2-triisopropylsilanylsulfanyl-phenyl)-5-methyl-[1,2,4]oxadiazole). RXN SMILES: [CH2:1]([O:8][C:9]1[C:14]([O:15][CH3:16])=[CH:13][C:12]([C:17]2[N:21]=[C:20]([CH3:22])[O:19][N:18]=2)=[C:11](I)[CH:10]=1)[C:2]1[CH:7]=[CH:6][CH:5]=[CH:4][CH:3]=1.[CH:24]([Si:27]([CH:32]([CH3:34])[CH3:33])([CH:29]([CH3:31])[CH3:30])[SH:28])([CH3:26])[CH3:25].O(C1C=CC=CC=1P(C1C=CC=CC=1)C1C=CC=CC=1)C1C=CC=CC=1P(C1C=CC=CC=1)C1C=CC=CC=1.C[Si]([N-][Si](C)(C)C)(C)C.[Na+].[O-][Si]([O-])=O.[Mg+2]>C1C=CC(/C=C/C(/C=C/C2C=CC=CC=2)=O)=CC=1.C1C=CC(/C=C/C(/C=C/C2C=CC=CC=2)=O)=CC=1.C1C=CC(/C=C/C(/C=C/C2C=CC=CC=2)=O)=CC=1.[Pd].[Pd].C1(C)C=CC=CC=1>[CH2:1]([O:8][C:9]1[C:14]([O:15][CH3:16])=[CH:13][C:12]([C:17]2[N:21]=[C:20]([CH3:22])[O:19][N:18]=2)=[C:11]([S:28][Si:27]([CH:29]([CH3:31])[CH3:30])([CH:32]([CH3:34])[CH3:33])[CH:24]([CH3:25])[CH3:26])[CH:10]=1)[C:2]1[CH:7]=[CH:6][CH:5]=[CH:4][CH:3]=1 |f:3.4,5.6,7.8.9.10.11|. Procedure details: A mixture of 3-(4-benzyloxy-2-iodo-5-methoxyphenyl)-5-methyl-[1,2,4]oxadiazole (reference example 4-1) (0.7 g), triisopropylsilanethiol (0.391 mL), tris(dibenzylidene-acetone)dipalladium (0) (152 mg), (oxydi-2,1-phenylene)bis-(diphenylphosphine) (90 mg), sodium bis(trimethylsilyl)amide (1.0 mol/L tetrahydrofuran solution, 0.39 mL) and toluene (20 mL) was stirred at 80° C. under argon atmosphere for 2 hours. After cooling to room temperature, Florisil (registered mark) (1 g) was added to the mixt...